The task is: describe an organic reaction: reactants, conditions, products, and yield. This data is from the Open Reaction Database (ORD), a public repository of structured organic reaction records. Product: Nn1ccc2c(Cl)cccc21. The reactants are Clc1cccc2[nH]ccc12, [H-], [Na+], C1CCOC1, O, Cc1cc(C)c(S(=O)(=O)ON)c(C)c1. As a reaction SMILES: [Cl:3][c:4]1[c:5]2[cH:6][cH:7][nH:8][c:9]2[cH:10][cH:11][cH:12]1.[H-:1].[Na+:2].[O:28]1[CH2:29][CH2:30][CH2:31][CH2:32]1.[OH2:27].[c:13]1([CH3:14])[cH:15][c:16]([CH3:17])[cH:18][c:19]([CH3:20])[c:21]1[S:22]([O:23][NH2:25])(=[O:24])=[O:26]>>[Cl:3][c:4]1[c:5]2[cH:6][cH:7][n:8]([NH2:25])[c:9]2[cH:10][cH:11][cH:12]1. The reactants are CC(=O)Cl, CN(C)C=O, CC(n1cncn1)C(O)(c1ccc(C(F)(F)F)cc1)c1ccc(C(F)(F)F)cc1, [H-], [Na+], O. Product: CC(=O)OC(c1ccc(C(F)(F)F)cc1)(c1ccc(C(F)(F)F)cc1)C(C)n1cncn1. RXN SMILES: [CH3:32][C:33]([Cl:34])=[O:35].[CH3:36][N:37]([CH3:38])[CH:39]=[O:40].[F:1][C:2]([c:3]1[cH:4][cH:5][c:6]([C:9]([CH:10]([CH3:11])[n:12]2[n:13][cH:14][n:15][cH:16]2)([OH:17])[c:18]2[cH:19][cH:20][c:21]([C:24]([F:25])([F:26])[F:27])[cH:22][cH:23]2)[cH:7][cH:8]1)([F:28])[F:29].[H-:30].[Na+:31].[OH2:41]>>[F:1][C:2]([c:3]1[cH:4][cH:5][c:6]([C:9]([CH:10]([CH3:11])[n:12]2[n:13][cH:14][n:15][cH:16]2)([O:17][C:33]([CH3:32])=[O:35])[c:18]2[cH:19][cH:20][c:21]([C:24]([F:25])([F:26])[F:27])[cH:22][cH:23]2)[cH:7][cH:8]1)([F:28])[F:29].